The task is: describe an organic reaction: reactants, conditions, products, and yield. This data is from the Open Reaction Database (ORD), a public repository of structured organic reaction records. Starting materials: CCCCCCCCCCCCCCCC(=O)Cl, O, CCCCCCCCCCCCCCC(O)C(=O)O, c1ccncc1. The product is CCCCCCCCCCCCCCCC(=O)OC(CCCCCCCCCCCCCC)C(=O)O. RXN SMILES: [C:20]([CH2:21][CH2:22][CH2:23][CH2:24][CH2:25][CH2:26][CH2:27][CH2:28][CH2:29][CH2:30][CH2:31][CH2:32][CH2:33][CH2:34][CH3:35])(=[O:36])[Cl:37].[OH2:38].[OH:1][CH:2]([C:3](=[O:4])[OH:5])[CH2:6][CH2:7][CH2:8][CH2:9][CH2:10][CH2:11][CH2:12][CH2:13][CH2:14][CH2:15][CH2:16][CH2:17][CH2:18][CH3:19].[cH:39]1[cH:40][cH:41][n:42][cH:43][cH:44]1>>[O:1]([CH:2]([C:3](=[O:4])[OH:5])[CH2:6][CH2:7][CH2:8][CH2:9][CH2:10][CH2:11][CH2:12][CH2:13][CH2:14][CH2:15][CH2:16][CH2:17][CH2:18][CH3:19])[C:20]([CH2:21][CH2:22][CH2:23][CH2:24][CH2:25][CH2:26][CH2:27][CH2:28][CH2:29][CH2:30][CH2:31][CH2:32][CH2:33][CH2:34][CH3:35])=[O:36].